Dataset: the Open Reaction Database (ORD), a public repository of structured organic reaction records. Task: describe an organic reaction: reactants, conditions, products, and yield Reactants: C[Mg]Br (methylmagnesium bromide), C(C)N1N=CC=2C1=NC(=C(C2C=2C=NC=C(C2)C)CCC(=O)OCC)C=O (ethyl 3-[1-ethyl-6-formyl-4-(5-methyl-3-pyridyl)-1H-pyrazolo[3,4-b]pyridin-5-yl]propanoate), C[Mg]Br (methylmagnesium bromide). The solvent is C1CCOC1 (THF), [Cl-].[NH4+] (ammonium chloride), C1CCOC1 (THF), C1CCOC1 (THF). Reaction conditions: temperature 0 celsius, time 1 hour. Product: C(C)N1N=CC=2C1=NC(=C(C2C=2C=NC=C(C2)C)CCC(=O)OCC)C(C)O (ethyl 3-[1-ethyl-6-(1-hydroxyethyl)-4-(5-methyl-3-pyridyl)-1H-pyrazolo[3,4-b]pyridin-5-yl]propanoate). As a reaction SMILES: [CH2:1]([N:3]1[C:7]2=[N:8][C:9]([CH:26]=[O:27])=[C:10]([CH2:19][CH2:20][C:21]([O:23][CH2:24][CH3:25])=[O:22])[C:11]([C:12]3[CH:13]=[N:14][CH:15]=[C:16]([CH3:18])[CH:17]=3)=[C:6]2[CH:5]=[N:4]1)[CH3:2].[CH3:28][Mg]Br>C1COCC1.[Cl-].[NH4+]>[CH2:1]([N:3]1[C:7]2=[N:8][C:9]([CH:26]([OH:27])[CH3:28])=[C:10]([CH2:19][CH2:20][C:21]([O:23][CH2:24][CH3:25])=[O:22])[C:11]([C:12]3[CH:13]=[N:14][CH:15]=[C:16]([CH3:18])[CH:17]=3)=[C:6]2[CH:5]=[N:4]1)[CH3:2] |f:3.4|. Reported procedure: To a stirred solution of ethyl 3-[1-ethyl-6-formyl-4-(5-methyl-3-pyridyl)-1H-pyrazolo[3,4-b]pyridin-5-yl]propanoate (42 mg) in THF (1 ml) was added 0.93M methylmagnesium bromide in THF (0.18 ml) at 0° C. and the reaction mixture was stirred at 0° C. for 1 hour. Another 0.93M methylmagnesium bromide in THF (0.18 ml) was added at 0° C. and the reaction mixture was stirred at 0° C. for 1 hour. The reaction mixture was diluted with saturated aqueous ammonium chloride and extracted with EtOAc. The or... Starting materials: C(CCC)[Li] (Butyllithium), C1(=CC=CC=C1)CN(C1=NC=2C=CC=CC2C2=C1N=C(N2COCC)C)CC2=CC=CC=C2 (N,N-bis(phenylmethyl)-1-ethoxymethyl-2-methyl-1H-imidazo[4,5-c]quinolin-4-amine), BrCC(CCl)C (1-Bromo-3-chloro-2-methylpropane). The solvent is C(C)OCC (diethyl ether), O (water), O1CCCC1 (tetrahydrofuran). Reaction conditions: time 20 minute. Product: C1(=CC=CC=C1)CN(C1=NC=2C=CC=CC2C2=C1N=C(N2COCC)CCC(CCl)C)CC2=CC=CC=C2 (N,N-bis(phenylmethyl)-2-(4-chloro-3-methylbutyl)-1-ethoxymethyl-1H-imidazo[4,5-c]quinolin-4-amine). Isolated yield 29.9%. RXN SMILES: [C:1]1([CH2:7][N:8]([CH2:27][C:28]2[CH:33]=[CH:32][CH:31]=[CH:30][CH:29]=2)[C:9]2[C:18]3[N:19]=[C:20]([CH3:26])[N:21]([CH2:22][O:23][CH2:24][CH3:25])[C:17]=3[C:16]3[CH:15]=[CH:14][CH:13]=[CH:12][C:11]=3[N:10]=2)[CH:6]=[CH:5][CH:4]=[CH:3][CH:2]=1.C([Li])CCC.Br[CH2:40][CH:41]([CH3:44])[CH2:42][Cl:43]>O1CCCC1.C(OCC)C.O>[C:28]1([CH2:27][N:8]([CH2:7][C:1]2[CH:2]=[CH:3][CH:4]=[CH:5][CH:6]=2)[C:9]2[C:18]3[N:19]=[C:20]([CH2:26][CH2:40][CH:41]([CH3:44])[CH2:42][Cl:43])[N:21]([CH2:22][O:23][CH2:24][CH3:25])[C:17]=3[C:16]3[CH:15]=[CH:14][CH:13]=[CH:12][C:11]=3[N:10]=2)[CH:33]=[CH:32][CH:31]=[CH:30][CH:29]=1. Procedure details: A solution of N,N-bis(phenylmethyl)-1-ethoxymethyl-2-methyl-1H-imidazo[4,5-c]quinolin-4-amine (1.8 g, 4.12 mmole, Example 1 Part E) in tetrahydrofuran (40 mL) was cooled to -78° C. Butyllithium (1.7 mL of 2.5M in hexanes, 4.2 mmole) was added and the reaction mixture was stirred for 20 minutes. 1-Bromo-3-chloro-2-methylpropane (4.8 mL, 41 mmole) was added and the reaction mixture was allowed to warm to ambient temperature over a period of 1 hour. The reaction mixture was diluted with diethyl eth... Starting materials: [Al+3], C1CCOC1, CCOc1cc(OC2CCOCC2)cc(C(=O)OC)c1, [H-], [H-], [H-], [H-], [Li+], O=[Mn]=O. Product: CCOc1cc(C=O)cc(OC2CCOCC2)c1. Reaction SMILES: [Al+3:22].[CH2:27]1[O:28][CH2:29][CH2:30][CH2:31]1.[CH3:1][O:2][C:3]([c:4]1[cH:5][c:6]([O:17][CH2:18][CH3:19])[cH:7][c:8]([O:10][CH:11]2[CH2:12][CH2:13][O:14][CH2:15][CH2:16]2)[cH:9]1)=[O:20].[H-:21].[H-:24].[H-:25].[H-:26].[Li+:23].[O:32]=[Mn:33]=[O:34]>>[O:2]=[CH:3][c:4]1[cH:5][c:6]([O:17][CH2:18][CH3:19])[cH:7][c:8]([O:10][CH:11]2[CH2:12][CH2:13][O:14][CH2:15][CH2:16]2)[cH:9]1. Starting materials: C[Mg]Br (effective_coupling_partner), COc1cccc2ccccc12 (substrate). The reagents and catalysts are PCy3. Reaction conditions: temperature 80 celsius, time 20 minute. The product is Cc1cccc2ccccc12. Starting materials: stock solution, C1(CCCCC1)N=C=NC1CCCCC1 (dicyclohexylcarbodiimide), ( 6 ), C(=O)(OC(C)(C)C)N[C@@H](C)C(=O)O (Boc-L-alanine), C(C1=CC=CC=C1)NCC(=O)OCC (ethyl N-benzylglycinate). Solvent: C(Cl)Cl (methylene chloride), C(Cl)Cl (methylene chloride). Conditions: temperature 0 celsius, time 5 minute. Yields the product C(C1=CC=CC=C1)N1C([C@@H](NC(C1)=O)C)=O (1-Benzyl-3(S)-methylpiperazine-2,5-dione). The yield is 53.9%. As a reaction SMILES: C1(N=C=NC2CCCCC2)CCCCC1.[C:16]([NH:23][C@H:24]([C:26]([OH:28])=O)[CH3:25])([O:18]C(C)(C)C)=O.[CH2:29]([NH:36][CH2:37]C(OCC)=O)[C:30]1[CH:35]=[CH:34][CH:33]=[CH:32][CH:31]=1>C(Cl)Cl>[CH2:29]([N:36]1[CH2:37][C:16](=[O:18])[NH:23][C@@H:24]([CH3:25])[C:26]1=[O:28])[C:30]1[CH:35]=[CH:34][CH:33]=[CH:32][CH:31]=1. Reported procedure: The title compound was prepared according to the procedure described by John S. Kiely and Stephen R. Priebe in Organic Preparations and Procedures Int., 22 (6), 761-768 (1990). Thus 100 mL of a stock solution of dicyclohexylcarbodiimide in methylene chloride (0.5M) was added to methylene chloride (250 mL). This solution was cooled to 0° C. under nitrogen and Boc-L-alanine (9.46 g, 50.00 mmol) was added. The resulting slurry was stirred for 5 min, and then ethyl N-benzylglycinate (9.37 mL, 50.00 ... Starting materials: O=C1CCC(=O)N1Br, CCCC(C)Nc1nc(N)c2ncn(C3CCCCO3)c2n1, ClC(Cl)Cl, O. The product is CCCC(C)Nc1nc(N)c2nc(Br)n(C3CCCCO3)c2n1. As a reaction SMILES: [Br:1][N:2]1[C:3](=[O:4])[CH2:5][CH2:6][C:7]1=[O:8].[CH3:9][CH:10]([CH2:11][CH2:12][CH3:13])[NH:14][c:15]1[n:16][c:17]([NH2:30])[c:18]2[n:19][cH:20][n:21]([CH:24]3[O:25][CH2:26][CH2:27][CH2:28][CH2:29]3)[c:22]2[n:23]1.[CH:32]([Cl:33])([Cl:34])[Cl:35].[OH2:31]>>[Br:1][c:20]1[n:19][c:18]2[c:17]([NH2:30])[n:16][c:15]([NH:14][CH:10]([CH3:9])[CH2:11][CH2:12][CH3:13])[n:23][c:22]2[n:21]1[CH:24]1[O:25][CH2:26][CH2:27][CH2:28][CH2:29]1. Reactants: C(C)N(CCN1N=C2C=3C(=CC=CC13)SC1=C2C=CC=C1)CC (N,N-Diethyl-2H-[1]benzothiopyrano[4,3, 2-cd]indazole-2-ethanamine), COC(Cl)Cl (dichloromethyl methyl ether), [OH-].[Na+] (NaOH), [Cl-].[Al+3].[Cl-].[Cl-] (aluminum chloride). Solvent: C(Cl)Cl (CH2Cl2), Cl (HCl), C(Cl)Cl (CH2Cl2), O (water), C(Cl)Cl (CH2Cl2), C(Cl)(Cl)Cl (CHCl3). Reaction conditions: time 15 minute. The product is C(C)N(CCN1N=C2C=3C(=C(C=CC13)C=O)SC1=C2C=CC=C1)CC (2-[2-(Diethylamino)ethyl]-2H-[1]benzothiopyrano[4,3,2-cd]indazole-5-carboxaldehyde). Reaction SMILES: [Cl-].[Al+3].[Cl-].[Cl-].[CH2:5]([N:7]([CH2:26][CH3:27])[CH2:8][CH2:9][N:10]1[C:18]2[CH:17]=[CH:16][CH:15]=[C:14]3[S:19][C:20]4[CH:25]=[CH:24][CH:23]=[CH:22][C:21]=4[C:12]([C:13]=23)=[N:11]1)[CH3:6].[CH3:28][O:29]C(Cl)Cl.[OH-].[Na+]>C(Cl)Cl.Cl.C(Cl)(Cl)Cl.O>[CH2:26]([N:7]([CH2:5][CH3:6])[CH2:8][CH2:9][N:10]1[C:18]2[CH:17]=[CH:16][C:15]([CH:28]=[O:29])=[C:14]3[S:19][C:20]4[CH:25]=[CH:24][CH:23]=[CH:22][C:21]=4[C:12]([C:13]=23)=[N:11]1)[CH3:27] |f:0.1.2.3,6.7|. Procedure details: A suspension of aluminum chloride (1.76 g, 12.8 mmol) in CH2Cl2 (25 mL) is stirred at room temperature for 15 min and the compound of Example 1 (2.07 g, 6.38 mmol) in CH2Cl2 (15 mL) is added at 5° C. and the resulting mixture is stirred 10 min and cooled to 0° C. A solution of dichloromethyl methyl ether (1.52 g, 17.4 mmol) in 10 mL of CH2Cl2 is added dropwise over a period of 15 min. The mixture is allowed to warm to ambient temperature, stirred overnight and then diluted with of 2N HCl (10 mL)... The product is O=C(Cn1c(C(=O)O)cccc1=O)c1ccc(Cl)cc1. The reactants are CO, COC(=O)c1cccc(=O)n1CC(=O)c1ccc(Cl)cc1, Cl, [Na+], [OH-], O. Reaction SMILES: [CH3:25][OH:26].[Cl:1][c:2]1[cH:3][cH:4][c:5]([C:8]([CH2:9][n:10]2[c:11]([C:17](=[O:18])[O:19][CH3:20])[cH:12][cH:13][cH:14][c:15]2=[O:16])=[O:21])[cH:6][cH:7]1.[ClH:24].[Na+:23].[OH-:22].[OH2:27]>>[Cl:1][c:2]1[cH:3][cH:4][c:5]([C:8]([CH2:9][n:10]2[c:11]([C:17](=[O:18])[OH:19])[cH:12][cH:13][cH:14][c:15]2=[O:16])=[O:21])[cH:6][cH:7]1. Starting materials: C(#N)C=1C(=C2C=CN(C2=CC1)CC(NO)=N)C(F)(F)F (2-[5-cyano-4-(trifluoromethyl)-1H-indol-1-yl]-N-hydroxyethanimidamide), C(#N)C=1C=C(C(=O)O)C=CC1 (3-cyanobenzoic acid). The product is C(#N)C=1C=C(C=CC1)C1=NC(=NO1)CN1C=CC2=C(C(=CC=C12)C#N)C(F)(F)F (1-{[5-(3-Cyanophenyl)-1,2,4-oxadiazol-3-yl]methyl}-4-(trifluoromethyl)-1H-indole-5-carbonitrile). Reaction SMILES: [C:1]([C:3]1[C:4]([C:17]([F:20])([F:19])[F:18])=[C:5]2[C:9](=[CH:10][CH:11]=1)[N:8]([CH2:12][C:13](=[NH:16])[NH:14][OH:15])[CH:7]=[CH:6]2)#[N:2].[C:21]([C:23]1[CH:24]=[C:25]([CH:29]=[CH:30][CH:31]=1)[C:26](O)=O)#[N:22]>>[C:21]([C:23]1[CH:24]=[C:25]([C:26]2[O:15][N:14]=[C:13]([CH2:12][N:8]3[C:9]4[C:5](=[C:4]([C:17]([F:19])([F:20])[F:18])[C:3]([C:1]#[N:2])=[CH:11][CH:10]=4)[CH:6]=[CH:7]3)[N:16]=2)[CH:29]=[CH:30][CH:31]=1)#[N:22]. Procedure details: Synthesized as described in Example 72 from 2-[5-cyano-4-(trifluoromethyl)-1H-indol-1-yl]-N-hydroxyethanimidamide and 3-cyanobenzoic acid: MS (ESI): m/z 392 (M−1).